Task: describe an organic reaction: reactants, conditions, products, and yield. Dataset: the Open Reaction Database (ORD), a public repository of structured organic reaction records Reactants: C1(CCCC1)C[C@@H](C(=O)N1N=CC[C@H]1C(=O)NC1=CC=CC=C1)CC(NOCC1=CC=CC=C1)=O ((5S)-1-((2R)-2-(Cyclopentylmethyl)-4-oxo-4-{[(phenylmethyl)oxy]amino}butanoyl)-N-phenyl-4,5-dihydro-1H-pyrazole-5-carboxamide). Reagents/catalysts: [OH-].[OH-].[Pd+2] (Pearlman's catalyst). Solvent: CO (methanol). Reaction conditions: time 30 minute. Yields the product C1(CCCC1)C[C@@H](C(=O)N1N=CC[C@H]1C(=O)NC1=CC=CC=C1)CC(=O)NO ((5S)-1-[(2R)-2-(cyclopentylmethyl)-4-(hydroxyamino)-4-oxobutanoyl]-N-phenyl-4,5-dihydro-1H-pyrazole-5-carboxamide). Isolated yield 65.2%. Reaction SMILES: [CH:1]1([CH2:6][C@H:7]([CH2:24][C:25](=[O:35])[NH:26][O:27]CC2C=CC=CC=2)[C:8]([N:10]2[C@H:14]([C:15]([NH:17][C:18]3[CH:23]=[CH:22][CH:21]=[CH:20][CH:19]=3)=[O:16])[CH2:13][CH:12]=[N:11]2)=[O:9])[CH2:5][CH2:4][CH2:3][CH2:2]1>CO.[OH-].[OH-].[Pd+2]>[CH:1]1([CH2:6][C@H:7]([CH2:24][C:25]([NH:26][OH:27])=[O:35])[C:8]([N:10]2[C@H:14]([C:15]([NH:17][C:18]3[CH:23]=[CH:22][CH:21]=[CH:20][CH:19]=3)=[O:16])[CH2:13][CH:12]=[N:11]2)=[O:9])[CH2:2][CH2:3][CH2:4][CH2:5]1 |f:2.3.4|. Reported procedure: (5S)-1-((2R)-2-(Cyclopentylmethyl)-4-oxo-4-{[(phenylmethyl)oxy]amino}butanoyl)-N-phenyl-4,5-dihydro-1H-pyrazole-5-carboxamide (110 mg, 0.23 mmol) was dissolved in methanol (8 mL), and Pearlman's catalyst (37 mg, 0.05 mmol) was added. The resulting mixture was stirred under 1 atm of H2 for 30 min. After 30 min, the mixture was filtered, concentrated, and purified by Gilson HPLC (Sunfire Column 19×50 mm, flowrate 25 mL/min, 10 min, 5-65% MeCN:H2O) to afford (5S)-1-[(2R)-2-(cyclopentylmethyl)-4-(hy... Starting materials: BrC=1C(=CC(=C(C1)O)[N+](=O)[O-])F (5-bromo-4-fluoro-2-nitrophenol), O.O.[Sn](Cl)Cl (tin(II) chloride dihydrate), CCO (EtOH), C(=O)(N1C=NC=C1)N1C=NC=C1 (1,1′-Carbonyldiimidazole), crude product. The solvent is C1CCOC1 (THF). Run at temperature 70 celsius. Yields the product BrC1=CC2=C(NC(O2)=O)C=C1F (6-bromo-5-fluorobenzo[d]oxazol-2(3H)-one). Isolated yield 71.6%. RXN SMILES: [Br:1][C:2]1[C:3]([F:12])=[CH:4][C:5]([N+:9]([O-])=O)=[C:6]([OH:8])[CH:7]=1.O.O.[Sn](Cl)Cl.C[CH2:19][OH:20].C(N1C=CN=C1)(N1C=CN=C1)=O>C1COCC1>[Br:1][C:2]1[C:3]([F:12])=[CH:4][C:5]2[NH:9][C:19](=[O:20])[O:8][C:6]=2[CH:7]=1 |f:1.2.3|. Procedure details: To a 100 mL of round bottom flask was added 5-bromo-4-fluoro-2-nitrophenol (0.98 g, 4.15 mmol), tin(II) chloride dihydrate (4.73 g, 20.76 mmol) and 5 mL of EtOH. The reaction mixture was heated to 70° C. for 30 minutes. The reaction mixture was concentrated and washed with saturated NaHCO3 solution, and extracted with DCM (100 mL×3), and concentrated providing the crude product. 1,1′-Carbonyldiimidazole (808 mg, 4983 mmol) was added to the crude product in 20 mL of THF. The reaction mixture was ...